This data is from the Open Reaction Database (ORD), a public repository of structured organic reaction records. The task is: describe an organic reaction: reactants, conditions, products, and yield Starting materials: ClCCCCCC(C#N)(C1=CC=C(C=C1)F)C(C)C (α-(5-chloropentyl)-4-fluoro-α-(1-methylethyl)benzeneacetonitrile), C(C)(C)N(CC)C(C)C (diisopropylethylamine), C(C1=CC=CC=C1)CN (N-benzylmethylamine), CN(C=O)C (N,N-dimethylformamide). The reagents and catalysts are [I-].C(CCC)[N+](CCCC)(CCCC)CCCC (tetrabutylammonium iodide). Solvent: C(C)(=O)OCC (ethyl acetate). Reaction conditions: temperature 70 celsius, time 8 hour. Product: FC1=CC=C(C=C1)C(C#N)(CCC(CC)N(CC1=CC=CC=C1)C)C(C)C (4-fluoro-α-(1-methylethyl)-α-[3-[methyl(phenylmethyl)amino]-pentyl]benzeneacetonitrile). Reaction SMILES: Cl[CH2:2][CH2:3][CH2:4][CH2:5][CH2:6][C:7]([CH:17]([CH3:19])[CH3:18])([C:10]1[CH:15]=[CH:14][C:13]([F:16])=[CH:12][CH:11]=1)[C:8]#[N:9].[CH2:20](CN)[C:21]1[CH:26]=[CH:25][CH:24]=[CH:23][CH:22]=1.[CH3:29][N:30](C)C=O.C(N(C(C)C)CC)(C)C>[I-].C([N+](CCCC)(CCCC)CCCC)CCC.C(OCC)(=O)C>[F:16][C:13]1[CH:14]=[CH:15][C:10]([C:7]([CH:17]([CH3:19])[CH3:18])([CH2:6][CH2:5][CH:4]([N:30]([CH3:29])[CH2:20][C:21]2[CH:22]=[CH:23][CH:24]=[CH:25][CH:26]=2)[CH2:3][CH3:2])[C:8]#[N:9])=[CH:11][CH:12]=1 |f:4.5|. Procedure: The product from Example 6, Step (a) (0,538 g, 1.91 mmol) was combined with N-benzylmethylamine (0.28 mL, 2.2 mmol), N,N-dimethylformamide (1.3 mL), diisopropylethylamine (0.33 mL, 1.91 mmol), and tetrabutylammonium iodide, and the mixture was then stirred at 70° C. overnight. Upon cooling, the reaction product was diluted with ethyl acetate (50mL) and washed with half-saturated sodium bicarbonate (30 mL). The aqueous layer was extracted with additional ethyl acetate (2×30 mL). The combined orga... RXN SMILES: [C:1]([CH2:4][PH:5](=[O:7])[O-:6])(=O)C.[Na+:8].[N+:9]([C:12]1[CH:17]=[C:16]([N+:18]([O-:20])=[O:19])[CH:15]=[CH:14][C:13]=1[NH:21][NH2:22])([O-:11])=[O:10].NN.[CH2:25](O)C>>[N+:9]([C:12]1[CH:17]=[C:16]([N+:18]([O-:20])=[O:19])[CH:15]=[CH:14][C:13]=1[NH:21][N:22]=[C:4]([P:5]([CH3:25])(=[O:7])[O-:6])[CH3:1])([O-:11])=[O:10].[Na+:8] |f:0.1,5.6|. Reported procedure: Sodium acetylmethylphosphinate (4.3 g) and 2,4-dinitrophenylhydrazine (5.9 g) were refluxed and stirred in ethanol (150 ml). After 1 hr the hydrazine had disappeared to be replaced by a yellow solid. The mixture was refluxed and stirred a further hour, cooled and the hydrazone filtered off, washed with a little cold ethanol and dried (8.0 g). The filtrate on evaporation gave residual material (1.4 g). Product: [N+](=O)([O-])C1=C(C=CC(=C1)[N+](=O)[O-])NN=C(C)P([O-])(=O)C.[Na+] (Sodium (1-(2,4-dinitrophenylhydrazono)ethyl)methylphosphinate). Reactants: C(C)O (ethanol), C(C)(=O)CP([O-])=O.[Na+] (Sodium acetylmethylphosphinate), [N+](=O)([O-])C1=C(C=CC(=C1)[N+](=O)[O-])NN (2,4-dinitrophenylhydrazine), NN (hydrazine). The product is C(CCC)N1C(NC2=NC3=C(N2C1=O)C=CC=C3)(C)C (3-Butyl-1,2-dihydro-2,2-dimethyl-1,3,5-triazino[1,2-a]benzimidazol-4(3H)-one). The reactants are NC=1NC2=C(N1)C=CC=C2 (2-aminobenzimidazole), C(CCC)N=C=O (n-butyl isocyanate), CC(=O)C (acetone). Procedure: The title compound was prepared from 2-aminobenzimidazole, acetone, and n-butyl isocyanate, conducting the initial condensation and subsequent base hydrolysis of the intermediate 10-N-butylcarbamoyl precursor as described in Example 1. The solid product had mp 142°-149° C. (dec.). The confirmatory elemental analysis is shown in Table III. As a reaction SMILES: [NH2:1][C:2]1[NH:3][C:4]2[CH:10]=[CH:9][CH:8]=[CH:7][C:5]=2[N:6]=1.[CH2:11]([N:15]=[C:16]=[O:17])[CH2:12][CH2:13][CH3:14].[CH3:18][C:19]([CH3:21])=O>>[CH2:11]([N:15]1[C:16](=[O:17])[N:6]2[C:2](=[N:3][C:4]3[CH:10]=[CH:9][CH:8]=[CH:7][C:5]=32)[NH:1][C:19]1([CH3:21])[CH3:18])[CH2:12][CH2:13][CH3:14]. Starting materials: Nc1cc(Cl)ncn1, Nc1ccc(F)cc1. Product: Nc1cc(Nc2ccc(F)cc2)ncn1. Reaction SMILES: [Cl:1][c:2]1[cH:3][c:4]([NH2:8])[n:5][cH:6][n:7]1.[NH2:9][c:10]1[cH:11][cH:12][c:13]([F:14])[cH:15][cH:16]1>>[c:2]1([NH:9][c:10]2[cH:11][cH:12][c:13]([F:14])[cH:15][cH:16]2)[cH:3][c:4]([NH2:8])[n:5][cH:6][n:7]1.